This data is from the Open Reaction Database (ORD), a public repository of structured organic reaction records. The task is: describe an organic reaction: reactants, conditions, products, and yield Starting materials: NC1=C(C(=O)OC)C(=CC(=C1)Cl)C=C (methyl 2-amino-4-chloro-6-vinylbenzoate). The reagents and catalysts are [Pt] (platinum). Solvent: C(C)(=O)OCC (ethyl acetate), C(C)(=O)OCC (ethyl acetate). Run at time 2 hour. Product: NC1=C(C(=O)OC)C(=CC(=C1)Cl)CC (methyl 2-amino-4-chloro-6-ethylbenzoate). Yield: 93.0%. Reaction SMILES: [NH2:1][C:2]1[CH:11]=[C:10]([Cl:12])[CH:9]=[C:8]([CH:13]=[CH2:14])[C:3]=1[C:4]([O:6][CH3:7])=[O:5]>C(OCC)(=O)C.[Pt]>[NH2:1][C:2]1[CH:11]=[C:10]([Cl:12])[CH:9]=[C:8]([CH2:13][CH3:14])[C:3]=1[C:4]([O:6][CH3:7])=[O:5]. Procedure details: A slurry of platinum on sulphide carbon (0.1 g) in ethyl acetate was added under nitrogen to a solution of the methyl 2-amino-4-chloro-6-vinylbenzoate (0.362 g) in ethyl acetate. This mixture was hydrogenated at 30 psi for 2 h. The catalyst was filtered off and the solvent removed in vacuo to leave the desired methyl 2-amino-4-chloro-6-ethylbenzoate as a yellow oil (0.34 g). δH (250 MHz, DMSO-d6) 1.08 (3H, t, J 7.5 Hz, CH2CH3), 2.60 (2H, q, J 7.5 Hz, CH2CH3), 3.81 (3H, s, CO2CH3), 5.85 (2H, s, N... Reactants: C1COCCO1, CC1CN(CC(=O)O)CC(C)N1c1ncnc2sccc12, CN(C)c1ccncc1, CCN(C(C)C)C(C)C, Nc1ccccc1C(F)(F)F. The product is CC1CN(CC(=O)Nc2ccccc2C(F)(F)F)CC(C)N1c1ncnc2sccc12. As a reaction SMILES: [CH2:42]1[O:43][CH2:44][CH2:45][O:46][CH2:47]1.[CH3:21][CH:22]1[CH2:23][N:24]([CH2:38][C:39](=[O:40])[OH:41])[CH2:25][CH:26]([CH3:37])[N:27]1[c:28]1[c:29]2[c:30]([n:31][cH:32][n:33]1)[s:34][cH:35][cH:36]2.[CH3:48][N:49]([CH3:50])[c:51]1[cH:52][cH:53][n:54][cH:55][cH:56]1.[CH:12]([N:13]([CH2:14][CH3:15])[CH:16]([CH3:17])[CH3:18])([CH3:19])[CH3:20].[F:1][C:2]([c:3]1[c:4]([NH2:5])[cH:6][cH:7][cH:8][cH:9]1)([F:10])[F:11]>>[F:1][C:2]([c:3]1[c:4]([NH:5][C:39]([CH2:38][N:24]2[CH2:23][CH:22]([CH3:21])[N:27]([c:28]3[c:29]4[c:30]([n:31][cH:32][n:33]3)[s:34][cH:35][cH:36]4)[CH:26]([CH3:37])[CH2:25]2)=[O:40])[cH:6][cH:7][cH:8][cH:9]1)([F:10])[F:11]. Starting materials: FC\1(CCN(C2=C(/C1=C/C(=O)N1CCC(CC1)CC(=O)OCC)C=CC=C2)C(=O)C2=C(N=C(S2)C2=CC=CC=C2)C)F (ethyl (Z)-(1-{[4,4-difluoro-1-(4-methyl-2-phenylthiazole-5-carbonyl)-2,3,4,5-tetrahydro-1H-1-benzoazepin-5-ylidene]acetyl}-4-piperidyl)acetate), aqueous solution, [OH-].[Na+] (sodium hydroxide). Solvent: C(C)O (ethanol). Conditions: time 18 hour. The product is FC\1(CCN(C2=C(/C1=C/C(=O)N1CCC(CC1)CC(=O)O)C=CC=C2)C(=O)C2=C(N=C(S2)C2=CC=CC=C2)C)F ((Z)-(1-{[4,4-difluoro-1-(4-methyl-2-phenylthiazole-5-carbonyl)-2,3,4,5-tetrahydro-1H-1-benzoazepin-5-ylidene]acetyl}-4-piperidyl)acetic acid). Isolated yield 84.0%. RXN SMILES: [F:1][C:2]1([F:42])[CH2:3][CH2:4][N:5]([C:28]([C:30]2[S:34][C:33]([C:35]3[CH:40]=[CH:39][CH:38]=[CH:37][CH:36]=3)=[N:32][C:31]=2[CH3:41])=[O:29])[C:6]2[CH:27]=[CH:26][CH:25]=[CH:24][C:7]=2/[C:8]/1=[CH:9]/[C:10]([N:12]1[CH2:17][CH2:16][CH:15]([CH2:18][C:19]([O:21]CC)=[O:20])[CH2:14][CH2:13]1)=[O:11].[OH-].[Na+]>C(O)C>[F:42][C:2]1([F:1])[CH2:3][CH2:4][N:5]([C:28]([C:30]2[S:34][C:33]([C:35]3[CH:36]=[CH:37][CH:38]=[CH:39][CH:40]=3)=[N:32][C:31]=2[CH3:41])=[O:29])[C:6]2[CH:27]=[CH:26][CH:25]=[CH:24][C:7]=2/[C:8]/1=[CH:9]/[C:10]([N:12]1[CH2:13][CH2:14][CH:15]([CH2:18][C:19]([OH:21])=[O:20])[CH2:16][CH2:17]1)=[O:11] |f:1.2|. Procedure: To a solution of 150 mg of ethyl (Z)-(1-{[4,4-difluoro-1-(4-methyl-2-phenylthiazole-5-carbonyl)-2,3,4,5-tetrahydro-1H-1-benzoazepin-5-ylidene]acetyl}-4-piperidyl)acetate in 5 ml of ethanol was added 1 ml of a 1N aqueous solution of sodium hydroxide, followed by stirring at room temperature for 18 hours. After evaporating off the reaction solution, 1 ml of 1N hydrochloric acid was added to the residue, and the resulting precipitate was collected by filtration and washed with water to give 120 mg ... The reactants are N1(CCCCC1)CC1=CC(=NC=C1)OC\C=C/CNC(CCCCl)=O (N-[4-(4-piperidinomethyl-2-pyridyloxy) -cis-2-butenyl]-4-chlorobutyramide), SC=1SC(=NN1)C (2-mercapto-5-methyl -1,3,4-thiadiazole). Isolated yield 78.0%. Reaction SMILES: [N:1]1([CH2:7][C:8]2[CH:13]=[CH:12][N:11]=[C:10]([O:14][CH2:15]/[CH:16]=[CH:17]\[CH2:18][NH:19][C:20](=[O:25])[CH2:21][CH2:22][CH2:23]Cl)[CH:9]=2)[CH2:6][CH2:5][CH2:4][CH2:3][CH2:2]1.[SH:26][C:27]1[S:28][C:29]([CH3:32])=[N:30][N:31]=1>>[N:1]1([CH2:7][C:8]2[CH:13]=[CH:12][N:11]=[C:10]([O:14][CH2:15]/[CH:16]=[CH:17]\[CH2:18][NH:19][C:20](=[O:25])[CH2:21][CH2:22][CH2:23][S:26][C:27]3[S:28][C:29]([CH3:32])=[N:30][N:31]=3)[CH:9]=2)[CH2:6][CH2:5][CH2:4][CH2:3][CH2:2]1. Reported procedure: Following a procedure similar to that described in Example 34, but using N-[4-(4-piperidinomethyl-2-pyridyloxy) -cis-2-butenyl]-4-chlorobutyramide (prepared as described in Preparation 2) and 2-mercapto-5-methyl -1,3,4-thiadiazole as starting materials, in relative proportions similar to those used in that Example, the title compound was obtained as a white powder, melting at 65°-68° C., in a 78% yield. The product is N1(CCCCC1)CC1=CC(=NC=C1)OC\C=C/CNC(CCCSC=1SC(=NN1)C)=O (N-[4-(4-Piperidinomethyl-2-pyridyloxy)-cis-2-butenyl]-4-(5-methyl-1,3,4-thiadiazol-2-ylthio)butyramide).